From a dataset of the Open Reaction Database (ORD), a public repository of structured organic reaction records. describe an organic reaction: reactants, conditions, products, and yield Conditions: time 10 minute. Procedure: A mixture of (R)-2-hydroxypropanoic acid (13.8 mg, 0.16 mmol), EDCI (46 mg, 0.24 mmol), and 1-hydroxybenzotriazole (16.22 mg, 0.12 mmol) in DMF (2 ml) was stirred at room temperature for 10 min. To this 1-(7-amino-3-(6-phenylpyridin-3-yl)-5-(piperidin-4-yl)pyrazolo[1,5-a]pyrimidin-6-yl)-2-hydroxyethanone (58.77 mg, 0.12 mmol) was added followed by N,N-diisopropylethylamine (0.1 ml, 0.6 mmol). It was stirred further for 20 min at room temperature at which time LC/MS analysis confirmed full consum... Product: NC1=C(C(=NC=2N1N=CC2C=2C=NC(=CC2)C2=CC=CC=C2)C2CCN(CC2)C([C@@H](C)O)=O)C(CO)=O ((R)-1-(4-(7-amino-6-(2-hydroxyacetyl)-3-(6-phenylpyridin-3-yl)pyrazolo[1,5-a]pyrimidin-5-yl)piperidin-1-yl)-2-hydroxypropan-1-one). Solvent: CN(C)C=O (DMF). Reactants: NC1=C(C(=NC=2N1N=CC2C=2C=NC(=CC2)C2=CC=CC=C2)C2CCNCC2)C(CO)=O (1-(7-amino-3-(6-phenylpyridin-3-yl)-5-(piperidin-4-yl)pyrazolo[1,5-a]pyrimidin-6-yl)-2-hydroxyethanone), O[C@@H](C(=O)O)C ((R)-2-hydroxypropanoic acid), CCN=C=NCCCN(C)C (EDCI), ON1N=NC2=C1C=CC=C2 (1-hydroxybenzotriazole), C(C)(C)N(C(C)C)CC (N,N-diisopropylethylamine). As a reaction SMILES: [OH:1][C@H:2]([CH3:6])[C:3](O)=[O:4].CCN=C=NCCCN(C)C.ON1C2C=CC=CC=2N=N1.[NH2:28][C:29]1[N:34]2[N:35]=[CH:36][C:37]([C:38]3[CH:39]=[N:40][C:41]([C:44]4[CH:49]=[CH:48][CH:47]=[CH:46][CH:45]=4)=[CH:42][CH:43]=3)=[C:33]2[N:32]=[C:31]([CH:50]2[CH2:55][CH2:54][NH:53][CH2:52][CH2:51]2)[C:30]=1[C:56](=[O:59])[CH2:57][OH:58].C(N(CC)C(C)C)(C)C>CN(C=O)C>[NH2:28][C:29]1[N:34]2[N:35]=[CH:36][C:37]([C:38]3[CH:39]=[N:40][C:41]([C:44]4[CH:49]=[CH:48][CH:47]=[CH:46][CH:45]=4)=[CH:42][CH:43]=3)=[C:33]2[N:32]=[C:31]([CH:50]2[CH2:55][CH2:54][N:53]([C:3](=[O:4])[C@H:2]([OH:1])[CH3:6])[CH2:52][CH2:51]2)[C:30]=1[C:56](=[O:59])[CH2:57][OH:58]. The reactants are BrN1C(CCC1=O)=O (N-bromosuccinimide), C(C1=CC=CC=C1)(=O)OOC(C1=CC=CC=C1)=O (benzoyl peroxide), C(C)OC(\C=C(/C)\OC1=C(C=CC=C1)OCC1=CC=CC=C1)=O ((E)-3-(2-benzyloxy-phenoxy)-but-2-enoic acid ethyl ester). Run in C(Cl)(Cl)(Cl)Cl (carbon tetrachloride). Product: C(C)OC(\C=C(/CBr)\OC1=C(C=CC=C1)OCC1=CC=CC=C1)=O ((E)-3-(2-benzyloxy-phenoxy)-4-bromo-but-2-enoic acid ethyl ester). Isolated yield 65.3%. As a reaction SMILES: [CH2:1]([O:3][C:4](=[O:23])/[CH:5]=[C:6](/[O:8][C:9]1[CH:14]=[CH:13][CH:12]=[CH:11][C:10]=1[O:15][CH2:16][C:17]1[CH:22]=[CH:21][CH:20]=[CH:19][CH:18]=1)\[CH3:7])[CH3:2].[Br:24]N1C(=O)CCC1=O.C(OOC(=O)C1C=CC=CC=1)(=O)C1C=CC=CC=1>C(Cl)(Cl)(Cl)Cl>[CH2:1]([O:3][C:4](=[O:23])/[CH:5]=[C:6](/[O:8][C:9]1[CH:14]=[CH:13][CH:12]=[CH:11][C:10]=1[O:15][CH2:16][C:17]1[CH:18]=[CH:19][CH:20]=[CH:21][CH:22]=1)\[CH2:7][Br:24])[CH3:2]. Procedure details: To a stirred mixture of (E)-3-(2-benzyloxy-phenoxy)-but-2-enoic acid ethyl ester (5.70 g, 0.018 mol) in carbon tetrachloride (35 mL) under a nitrogen atmosphere was added N-bromosuccinimide (4.90 g, 0.028 mol) and benzoyl peroxide (440 mg, 0.002 mol). Nitrogen gas was bubbled through the mixture for 5 min, and the resulting mixture was heated to reflux for 4 h. The reaction mixture was then placed in the refrigerator overnight. The solids formed were removed by filtration and the filtrate concen...